This data is from the Open Reaction Database (ORD), a public repository of structured organic reaction records. The task is: describe an organic reaction: reactants, conditions, products, and yield The reactants are [BH4-], CO, Cc1cc(C)c2c(c1)CC(C)C2=O, Cl, [Na+], C1CCOC1. The product is CC1=Cc2c(C)cc(C)cc2C1. RXN SMILES: [BH4-:14].[CH3:17][OH:18].[CH3:1][CH:2]1[C:3](=[O:13])[c:4]2[c:5]([CH3:12])[cH:6][c:7]([CH3:11])[cH:8][c:9]2[CH2:10]1.[ClH:16].[Na+:15].[O:19]1[CH2:20][CH2:21][CH2:22][CH2:23]1>>[CH3:1][C:2]1=[CH:3][c:4]2[c:5]([CH3:12])[cH:6][c:7]([CH3:11])[cH:8][c:9]2[CH2:10]1. Starting materials: C(C)(C)(C)N(C(C(=O)OCC)=O)CCCOCC#C (ethyl 2-(tert-butyl(3-(prop-2-ynyloxy)propyl)amino)-2-oxoacetate), BrC1=CN=CS1 (5-bromothiazole), C(C)(C)NC(C)C (diisopropyl amine), solution, C(CCC)P(CCCC)CCCC (tributyl phosphine), PdCl2 (benzonitrile)2. Reagents/catalysts: [Cu]I (CuI). Solvent: C1(=CC=CC=C1)C (toluene), O1CCOCC1 (dioxane), [NH4+].[Cl-] (NH4Cl). Reaction conditions: time 16 hour. The product is C(C)(C)(C)N(C(C(=O)OCC)=O)CCCOCC#CC1=CN=CS1 (ethyl 2-(tert-butyl(3-(3-(thiazol-5-yl)prop-2-ynyloxy)propyl)amino)-2-oxoacetate). Isolated yield 68.8%. Reaction SMILES: [C:1]([N:5]([CH2:13][CH2:14][CH2:15][O:16][CH2:17][C:18]#[CH:19])[C:6](=[O:12])[C:7]([O:9][CH2:10][CH3:11])=[O:8])([CH3:4])([CH3:3])[CH3:2].Br[C:21]1[S:25][CH:24]=[N:23][CH:22]=1.C(NC(C)C)(C)C.C(P(CCCC)CCCC)CCC>C1(C)C=CC=CC=1.O1CCOCC1.[NH4+].[Cl-].[Cu]I>[C:1]([N:5]([CH2:13][CH2:14][CH2:15][O:16][CH2:17][C:18]#[C:19][C:21]1[S:25][CH:24]=[N:23][CH:22]=1)[C:6](=[O:12])[C:7]([O:9][CH2:10][CH3:11])=[O:8])([CH3:3])([CH3:4])[CH3:2] |f:6.7|. Procedure details: A solution of 300 mg of 7f, 330 mg of 5-bromothiazole, 300 μl of diisopropyl amine and 200 μl of a 1M solution of tributyl phosphine in toluene, in 4 ml of degassed dioxane was charged with 21 mg of PdCl2 (benzonitrile)2 and 10 mg of CuI. The mixture was stirred under nitrogen atmosphere for 16 hr. The mixture was diluted with 30 ml of 5% NH4Cl and was extracted with ethyl acetate. The organic layer was washed with water, dried, concentrated and the residue was chromatographed over silica gel, u... Reactants: CN(C)C=O, O=C=NS(=O)(=O)Cl, ClCCl, O, COC(=O)c1cccc(-n2cccc2)c1. Product: COC(=O)c1cccc(-n2cccc2C#N)c1. Reaction SMILES: [CH3:23][N:24]([CH3:25])[CH:26]=[O:27].[Cl:1][S:2](=[O:4])([N:5]=[C:6]=[O:3])=[O:7].[Cl:29][CH2:30][Cl:31].[OH2:28].[n:8]1(-[c:13]2[cH:14][c:15]([C:16](=[O:17])[O:18][CH3:19])[cH:20][cH:21][cH:22]2)[cH:9][cH:10][cH:11][cH:12]1>>[N:5]#[C:6][c:12]1[n:8](-[c:13]2[cH:14][c:15]([C:16](=[O:17])[O:18][CH3:19])[cH:20][cH:21][cH:22]2)[cH:9][cH:10][cH:11]1. Starting materials: ClC1=NC=CC(=N1)C1=C(N=C(S1)C(C)(C)C)C=1C(=C(C=CC1)NS(=O)(=O)C1=C(C=CC=C1F)F)F (N-{3-[5-(2-chloro-4-pyrimidinyl)-2-(1,1-dimethylethyl)-1,3-thiazol-4-yl]-2-fluorophenyl}-2,6-difluorobenzenesulfonamide), N (ammonia), raw material. Solvent: CO (methanol). Conditions: temperature 90 celsius. Yields the product NC1=NC=CC(=N1)C1=C(N=C(S1)C(C)(C)C)C=1C(=C(C=CC1)NS(=O)(=O)C1=C(C=CC=C1F)F)F (N-{3-[5-(2-amino-4-pyrimidinyl)-2-(1,1-dimethylethyl)-1,3-thiazol-4-yl]-2-fluorophenyl}-2,6-difluorobenzenesulfonamide). RXN SMILES: Cl[C:2]1[N:7]=[C:6]([C:8]2[S:12][C:11]([C:13]([CH3:16])([CH3:15])[CH3:14])=[N:10][C:9]=2[C:17]2[C:18]([F:35])=[C:19]([NH:23][S:24]([C:27]3[C:32]([F:33])=[CH:31][CH:30]=[CH:29][C:28]=3[F:34])(=[O:26])=[O:25])[CH:20]=[CH:21][CH:22]=2)[CH:5]=[CH:4][N:3]=1.[NH3:36]>CO>[NH2:36][C:2]1[N:7]=[C:6]([C:8]2[S:12][C:11]([C:13]([CH3:16])([CH3:15])[CH3:14])=[N:10][C:9]=2[C:17]2[C:18]([F:35])=[C:19]([NH:23][S:24]([C:27]3[C:32]([F:33])=[CH:31][CH:30]=[CH:29][C:28]=3[F:34])(=[O:26])=[O:25])[CH:20]=[CH:21][CH:22]=2)[CH:5]=[CH:4][N:3]=1. Procedure: Add N-{3-[5-(2-chloro-4-pyrimidinyl)-2-(1,1-dimethylethyl)-1,3-thiazol-4-yl]-2-fluorophenyl}-2,6-difluorobenzenesulfonamide (196 mg, 0.364 mmol) and 7M methanol solution of ammonia (8 ml, 56 mmol) into a 25 mL autoclave, heat to 90° C. and react for 24 h; when the TLC shows the raw material is completely reacted, cool the above reaction system to room temperature, filter to get N-{3-[5-(2-amino-4-pyrimidinyl)-2-(1,1-dimethylethyl)-1,3-thiazol-4-yl]-2-fluorophenyl}-2,6-difluorobenzenesulfonamide ... The reactants are [Al+3], C1CCOC1, CCOC(C)=O, COC(=O)c1cc(F)c(OC)c(OCc2ccccc2)c1, [H-], [H-], [H-], [H-], [Li+], [Mg+2], [Na+], O=S(=O)([O-])[O-], [OH-]. Yields the product COc1c(F)cc(CO)cc1OCc1ccccc1. RXN SMILES: [Al+3:23].[CH2:42]1[O:43][CH2:44][CH2:45][CH2:46]1.[CH3:36][CH2:37][O:38][C:39](=[O:40])[CH3:41].[F:1][c:2]1[cH:3][c:4]([C:5](=[O:6])[O:7][CH3:8])[cH:9][c:10]([O:14][CH2:15][c:16]2[cH:17][cH:18][cH:19][cH:20][cH:21]2)[c:11]1[O:12][CH3:13].[H-:22].[H-:25].[H-:26].[H-:27].[Li+:24].[Mg+2:30].[Na+:29].[O-:31][S:32](=[O:33])(=[O:34])[O-:35].[OH-:28]>>[F:1][c:2]1[cH:3][c:4]([CH2:5][OH:6])[cH:9][c:10]([O:14][CH2:15][c:16]2[cH:17][cH:18][cH:19][cH:20][cH:21]2)[c:11]1[O:12][CH3:13]. Starting materials: CC[SiH](CC)CC, CCOC(C(=O)OC)C(O)c1c(C)cc(OCc2ccccc2)cc1C, O=C(O)C(F)(F)F. Product: CCOC(Cc1c(C)cc(OCc2ccccc2)cc1C)C(=O)OC. As a reaction SMILES: [CH2:27]([SiH:28]([CH2:29][CH3:30])[CH2:31][CH3:32])[CH3:33].[CH3:1][O:2][C:3]([CH:4]([CH:5]([OH:6])[c:7]1[c:8]([CH3:22])[cH:9][c:10]([O:14][CH2:15][c:16]2[cH:17][cH:18][cH:19][cH:20][cH:21]2)[cH:11][c:12]1[CH3:13])[O:23][CH2:24][CH3:25])=[O:26].[OH:34][C:35]([C:36]([F:37])([F:38])[F:39])=[O:40]>>[CH3:1][O:2][C:3]([CH:4]([CH2:5][c:7]1[c:8]([CH3:22])[cH:9][c:10]([O:14][CH2:15][c:16]2[cH:17][cH:18][cH:19][cH:20][cH:21]2)[cH:11][c:12]1[CH3:13])[O:23][CH2:24][CH3:25])=[O:26]. Conditions: time 5 hour. Procedure: Potassium carbonate (1.28 g, 5.58 mmol, 2.0 eq.) and iodomethane (0.5 ml, 1.2 g, 8.4 mmol, 3.0 eq.) were added to a solution of N-(3-cyano-2,4-difluorophenyl)-1-methyl-3-(pentafluoroethyl)-4-(trifluoromethyl)-1H-pyrazole-5-carboxamide (1.25 g, 2.79 mmol) in DMF (4 ml). After 5 h, water was added, the mixture was extracted with ethyl acetate and the extract was washed with sat. aq. sodium chloride solution and dried over MgSO4. Filtration through silica gel gave N-(3-cyano-2,4-difluorophenyl)-N,1... Product: C(#N)C=1C(=C(C=CC1F)N(C(=O)C1=C(C(=NN1C)C(C(F)(F)F)(F)F)C(F)(F)F)C)F (N-(3-cyano-2,4-difluorophenyl)-N,1-dimethyl-3-(pentafluoroethyl)-4-(trifluoromethyl)-1H-pyrazole-5-carboxamide). RXN SMILES: [C:1](=O)([O-])[O-].[K+].[K+].IC.[C:9]([C:11]1[C:12]([F:38])=[C:13]([NH:18][C:19]([C:21]2[N:25]([CH3:26])[N:24]=[C:23]([C:27]([F:33])([F:32])[C:28]([F:31])([F:30])[F:29])[C:22]=2[C:34]([F:37])([F:36])[F:35])=[O:20])[CH:14]=[CH:15][C:16]=1[F:17])#[N:10].O>CN(C=O)C>[C:9]([C:11]1[C:12]([F:38])=[C:13]([N:18]([CH3:1])[C:19]([C:21]2[N:25]([CH3:26])[N:24]=[C:23]([C:27]([F:32])([F:33])[C:28]([F:31])([F:30])[F:29])[C:22]=2[C:34]([F:36])([F:37])[F:35])=[O:20])[CH:14]=[CH:15][C:16]=1[F:17])#[N:10] |f:0.1.2|. Isolated yield 98.5%. Run in CN(C)C=O (DMF). Starting materials: O (water), C([O-])([O-])=O.[K+].[K+] (Potassium carbonate), IC (iodomethane), C(#N)C=1C(=C(C=CC1F)NC(=O)C1=C(C(=NN1C)C(C(F)(F)F)(F)F)C(F)(F)F)F (N-(3-cyano-2,4-difluorophenyl)-1-methyl-3-(pentafluoroethyl)-4-(trifluoromethyl)-1H-pyrazole-5-carboxamide). The reactants are COc1cccc(C(=O)Cl)c1, CC(C)=O, Cc1cc(Cl)ccc1B(O)O, [Na+], [Na+], O=C([O-])[O-], O, Cl[Pd]Cl. Yields the product COc1cccc(C(=O)c2ccc(Cl)cc2C)c1. RXN SMILES: [CH3:1][O:2][c:3]1[cH:4][c:5]([C:6](=[O:7])[Cl:8])[cH:9][cH:10][cH:11]1.[CH3:30][C:31]([CH3:32])=[O:33].[Cl:12][c:13]1[cH:14][c:15]([CH3:22])[c:16]([B:19]([OH:20])[OH:21])[cH:17][cH:18]1.[Na+:23].[Na+:24].[O-:25][C:26](=[O:27])[O-:28].[OH2:29].[Pd:34]([Cl:35])[Cl:36]>>[CH3:1][O:2][c:3]1[cH:4][c:5]([C:6](=[O:7])[c:16]2[c:15]([CH3:22])[cH:14][c:13]([Cl:12])[cH:18][cH:17]2)[cH:9][cH:10][cH:11]1. Starting materials: FC(COC1=C(C(=O)O)C=C(C=C1)OCC(F)(F)F)(F)F (2,5-bis(2,2,2-trifluoroethoxy)benzoic acid), S(=O)(Cl)Cl (thionyl chloride). The solvent is C1=CC=CC=C1 (benzene). The product is desired product, FC(COC1=C(C(=O)Cl)C=C(C=C1)OCC(F)(F)F)(F)F (2,5-bis(2,2,2-trifluoroethoxy)benzoic acid chloride). Reaction SMILES: [F:1][C:2]([F:21])([F:20])[CH2:3][O:4][C:5]1[CH:13]=[CH:12][C:11]([O:14][CH2:15][C:16]([F:19])([F:18])[F:17])=[CH:10][C:6]=1[C:7](O)=[O:8].S(Cl)([Cl:24])=O>C1C=CC=CC=1>[F:1][C:2]([F:21])([F:20])[CH2:3][O:4][C:5]1[CH:13]=[CH:12][C:11]([O:14][CH2:15][C:16]([F:19])([F:18])[F:17])=[CH:10][C:6]=1[C:7]([Cl:24])=[O:8]. Reported procedure: To a solution of 0.688 mole (219 g.) of 2,5-bis(2,2,2-trifluoroethoxy)benzoic acid in 657 ml. of benzene is added 1.376M. (100.4 ml.) of thionyl chloride slowly over 1 hour while heating to about 60° C. The mixture is then heated at reflux for about 8 hours, then evaporated to provide the desired product, 2,5-bis(2,2,2-trifluoroethoxy)benzoic acid chloride as a residue. The structure is verified by means of infrared spectral analysis.